This data is from the Open Reaction Database (ORD), a public repository of structured organic reaction records. The task is: describe an organic reaction: reactants, conditions, products, and yield Starting materials: Cl (HCl), CCN=C=NCCCN(C)C.Cl (EDCl), C([O-])([O-])=O.[NH4+].[NH4+] (ammonium carbonate), CCN(C(C)C)C(C)C (DIPEA), C(C)(C)(C)OC(=O)N1CCC(CC1)C1=CC=C(C=C1)NC1=NC=C(C(=N1)CCC1=C(C(=CC=C1)C(F)(F)F)CC(=O)O)C(F)(F)F (2-(2-(2-(2-((4-(1-(tert-butoxycarbonyl)piperidin-4-yl)phenyl)amino)-5-(trifluoromethyl)pyrimidin-4-yl)ethyl)-6-(trifluoromethyl)phenyl)acetic acid), C=1C=CC2=C(C1)N=NN2O (HOBt), CCN=C=NCCCN(C)C.Cl (EDCl), C=1C=CC2=C(C1)N=NN2O (HOBt), Cl (HCl), CCN(C(C)C)C(C)C (DIPEA), C([O-])([O-])=O.[NH4+].[NH4+] (ammonium carbonate). Solvent: CN(C)C=O (DMF), O (water). Run at time 24 hour. The product is NC(CC1=C(CCC2=NC(=NC=C2C(F)(F)F)NC2=CC=C(C=C2)C2CCN(CC2)C(=O)OC(C)(C)C)C=CC=C1C(F)(F)F)=O (tert-Butyl 4-(4-((4-(2-(2-amino-2-oxoethyl)-3-(trifluoromethyl)phenethyl)-5-(trifluoromethyl)pyrimidin-2-yl)amino)phenyl)piperidine-1-carboxylate). Reaction SMILES: CCN(C(C)C)C(C)C.[C:10]([O:14][C:15]([N:17]1[CH2:22][CH2:21][CH:20]([C:23]2[CH:28]=[CH:27][C:26]([NH:29][C:30]3N=[C:34]([CH2:36][CH2:37][C:38]4[CH:43]=[CH:42][CH:41]=[C:40]([C:44]([F:47])([F:46])[F:45])[C:39]=4[CH2:48][C:49](O)=[O:50])[C:33]([C:52]([F:55])([F:54])[F:53])=[CH:32][N:31]=3)=[CH:25][CH:24]=2)[CH2:19][CH2:18]1)=[O:16])([CH3:13])([CH3:12])[CH3:11].C1C=CC2N(O)N=NC=2C=1.CCN=C=NCCCN(C)C.Cl.Cl.C(=O)([O-])[O-].[NH4+:83].[NH4+:84]>CN(C=O)C.O>[NH2:83][C:49](=[O:50])[CH2:48][C:39]1[C:40]([C:44]([F:45])([F:46])[F:47])=[CH:41][CH:42]=[CH:43][C:38]=1[CH2:37][CH2:36][C:34]1[C:33]([C:52]([F:55])([F:53])[F:54])=[CH:32][N:31]=[C:30]([NH:29][C:26]2[CH:27]=[CH:28][C:23]([CH:20]3[CH2:19][CH2:18][N:17]([C:15]([O:14][C:10]([CH3:13])([CH3:12])[CH3:11])=[O:16])[CH2:22][CH2:21]3)=[CH:24][CH:25]=2)[N:84]=1 |f:3.4,6.7.8|. Reported procedure: DIPEA (0.16 mL, 0.92 mmol) was added to a mixture of 2-(2-(2-(2-((4-(1-(tert-butoxycarbonyl)piperidin-4-yl)phenyl)amino)-5-(trifluoromethyl)pyrimidin-4-yl)ethyl)-6-(trifluoromethyl)phenyl)acetic acid (A96) (0.104 g, 0.160 mmol), HOBt (0.037 g, 0.27 mmol), and EDCl.HCl (0.056 g, 0.29 mmol) in DMF (5.0 mL) under a nitrogen atmosphere. After 15 minutes ammonium carbonate (0.077 g, 0.80 mmol) was added and stirring continued at room temperature for 24 hours. Additional HOBt (0.072 g, 0.53 mmol), EDC... Starting materials: CN(C1=CC(=CC=C1)[N+](=O)[O-])C(C)=O (N-methyl-3′-nitroacetanilide). Reagents/catalysts: [C].[Pd] (palladium carbon). The solvent is CO (methanol), O1CCOCC1 (1,4-dioxane). Conditions: time 2 hour. Yields the product NC=1C=C(N(C(C)=O)C)C=CC1 (3′-amino-N-methylacetanilide). Isolated yield 93.6%. Reaction SMILES: [CH3:1][N:2]([C:12](=[O:14])[CH3:13])[C:3]1[CH:8]=[CH:7][CH:6]=[C:5]([N+:9]([O-])=O)[CH:4]=1>CO.O1CCOCC1.[C].[Pd]>[NH2:9][C:5]1[CH:4]=[C:3]([CH:8]=[CH:7][CH:6]=1)[N:2]([CH3:1])[C:12](=[O:14])[CH3:13] |f:3.4|. Procedure details: A mixture of N-methyl-3′-nitroacetanilide (5.13 g) and 10% palladium carbon (0.6 g) in methanol (50 ml) and 1,4-dioxane (50 ml) and stirred under hydrogen (3 atm) at room temperature for 2 hours. The catalyst was removed by filtration and the solvent was evaporated. The resultant solid was collected and washed with isopropyl ether to give 3′-amino-N-methylacetanilide (4.06 g). The reactants are BrC=1C=C2C=3N(C(C(NC3C1)=O)=O)C(CC2)C(=O)O (9-bromo-5-carboxy-6,7-dihydro-1H, 5H-pyrido[1,2,3-de]quinoxaline-2,3-dione), C(C1=CC=CC=C1)N (benzylamine). Product: BrC=1C=C2C=3N(C(C(NC3C1)=O)=O)C(CC2)C(NCC2=CC=CC=C2)=O (9-Bromo-5-benzylcarbamoyl-6,7-dihydro-1H, 5H-pyrido[1,2,3-de]quinoxaline-2,3-dione). The yield is 81.3%. As a reaction SMILES: [Br:1][C:2]1[CH:3]=[C:4]2[CH2:16][CH2:15][CH:14]([C:17](O)=[O:18])[N:6]3[C:7](=[O:13])[C:8](=[O:12])[NH:9][C:10]([CH:11]=1)=[C:5]23.[CH2:20]([NH2:27])[C:21]1[CH:26]=[CH:25][CH:24]=[CH:23][CH:22]=1>>[Br:1][C:2]1[CH:3]=[C:4]2[CH2:16][CH2:15][CH:14]([C:17](=[O:18])[NH:27][CH2:20][C:21]3[CH:26]=[CH:25][CH:24]=[CH:23][CH:22]=3)[N:6]3[C:7](=[O:13])[C:8](=[O:12])[NH:9][C:10]([CH:11]=1)=[C:5]23. Procedure: A procedure similar to that described in Example 5 was carried out with 9-bromo-5-carboxy-6,7-dihydro-1H, 5H-pyrido[1,2,3-de]quinoxaline-2,3-dione (300 mg, 0.92 mmol) and benzylamine (107 mg, 1.0 mmol) to give 310 mg of the title compound (81%): mp>250° C.; 1H NMR (270 MHz, DMSO-d6) δ12.12 (s, 1H), 8.68 (t, 1H, J=6.1 Hz), 7.12~7.31 (m, 7H), 5.13~5.19 (m, 1H), 4.26 (d, 2H, J=6.1 Hz), 2.78 (dm, 1H, J=16.8 Hz), 2.39~2.61 (m, 2H), 1.85~2.00 (m, 1H). Starting materials: C(C1=CC=CC=C1)OC=1C=C(C=C2C=C(NC12)C(=O)OCC)OC1=CC=C(C=C1)S(=O)(=O)C (Ethyl 7-(benzyloxy)-5-[4-(methylsulfonyl)phenoxy]-1H-indole-2-carboxylate). The solvent is O1CCCC1 (tetrahydrofuran), C(C)O (ethanol), [OH-].[Na+] (sodium hydroxide). Reaction conditions: temperature 50 celsius, time 45 minute. Yields the product C(C1=CC=CC=C1)OC=1C=C(C=C2C=C(NC12)C(=O)O)OC1=CC=C(C=C1)S(=O)(=O)C (7-(Benzyloxy)-5-[4-(methylsulfonyl)phenoxy]-1H-indole-2-carboxylic acid). The yield is 89.6%. RXN SMILES: [CH2:1]([O:8][C:9]1[CH:10]=[C:11]([O:23][C:24]2[CH:29]=[CH:28][C:27]([S:30]([CH3:33])(=[O:32])=[O:31])=[CH:26][CH:25]=2)[CH:12]=[C:13]2[C:17]=1[NH:16][C:15]([C:18]([O:20]CC)=[O:19])=[CH:14]2)[C:2]1[CH:7]=[CH:6][CH:5]=[CH:4][CH:3]=1>O1CCCC1.C(O)C.[OH-].[Na+]>[CH2:1]([O:8][C:9]1[CH:10]=[C:11]([O:23][C:24]2[CH:25]=[CH:26][C:27]([S:30]([CH3:33])(=[O:32])=[O:31])=[CH:28][CH:29]=2)[CH:12]=[C:13]2[C:17]=1[NH:16][C:15]([C:18]([OH:20])=[O:19])=[CH:14]2)[C:2]1[CH:7]=[CH:6][CH:5]=[CH:4][CH:3]=1 |f:3.4|. Reported procedure: Ethyl 7-(benzyloxy)-5-[4-(methylsulfonyl)phenoxy]-1H-indole-2-carboxylate (1.9 g) was dissolved in a mixed solvent of tetrahydrofuran (10 mL)-ethanol (10 mL), 1M aqueous sodium hydroxide solution (10 mL) was added, and the mixture was stirred at 50° C. for 45 min. The reaction solution was allowed to cool to room temperature, and concentrated under reduced pressure. Water was added to the residue, and the mixture was neutralized with 1M hydrochloric acid. The obtained crystals were collected by ... Starting materials: CC1(CC(CO1)CO)C ((5,5-dimethyltetrahydrofuran-3-yl)methanol), C(Br)(Br)(Br)Br (carbon tetrabromide), C1(=CC=CC=C1)P(C1=CC=CC=C1)C1=CC=CC=C1 (triphenylphosphine). The solvent is ClCCl (dichloromethane). Run at time 20 hour. The product is BrCC1CC(OC1)(C)C (4-(bromomethyl)-2,2-dimethyltetrahydrofuran). The yield is 80.9%. Reaction SMILES: [CH3:1][C:2]1([CH3:9])[O:6][CH2:5][CH:4]([CH2:7]O)[CH2:3]1.C(Br)(Br)(Br)[Br:11].C1(P(C2C=CC=CC=2)C2C=CC=CC=2)C=CC=CC=1>ClCCl>[Br:11][CH2:7][CH:4]1[CH2:5][O:6][C:2]([CH3:9])([CH3:1])[CH2:3]1. Procedure details: To a solution of (5,5-dimethyltetrahydrofuran-3-yl)methanol (2.00 g) in dichloromethane (30 ml) were added carbon tetrabromide (6.10 g) and triphenylphosphine (4.80 g) at room temperature. The reaction mixture was stirred at room temperature for 20 hr, and extracted with diethyl ether. The extract was dried over anhydrous sodium sulfate, and the solvent was evaporated under reduced pressure. The residue was purified by silica gel column chromatography (ethyl acetate/petroleum ether) to give the ... Reactants: C(#N)[BH3-].[Na+] (Sodium cyanoborohydride), FC=1C=C2C=CC=NC2=CC1 (6-fluoro quinoline). Solvent: C(C)(=O)O (acetic acid). Reaction conditions: time 12 hour. Product: FC=1C=C2CCCNC2=CC1 (6-fluoro-1,2,3,4-tetrahydroquinoline). The yield is 71.0%. RXN SMILES: C([BH3-])#N.[Na+].[F:5][C:6]1[CH:7]=[C:8]2[C:13](=[CH:14][CH:15]=1)[N:12]=[CH:11][CH:10]=[CH:9]2>C(O)(=O)C>[F:5][C:6]1[CH:7]=[C:8]2[C:13](=[CH:14][CH:15]=1)[NH:12][CH2:11][CH2:10][CH2:9]2 |f:0.1|. Reported procedure: Sodium cyanoborohydride (6.45 g, 103 mmol) was added gradually to the solution of 6-fluoro quinoline (5 g, 34 mmol) in glacial acetic acid (100 ml) at ambient temperature. After stirring for 12 h the reaction mixture was quenched in water and extracted with EtOAc (3×50 mL). The combined organic layers were washed with water, brine and dried over sodium sulfate, filtered and evaporated in vacuo, the residue was purified by a silica gel column with 1% to 5% ethyl acetate in petroleum ether to affo... Starting materials: CCOCC, ClCCl, Cl, CC(Nc1cc(N2CCN(C(=O)OC(C)(C)C)CC2)ccc1C(=O)C(F)(F)F)c1ccccc1. Product: Cl, CC(Nc1cc(N2CCNCC2)ccc1C(=O)C(F)(F)F)c1ccccc1. As a reaction SMILES: [CH3:39][CH2:40][O:41][CH2:42][CH3:43].[Cl:36][CH2:37][Cl:38].[ClH:35].[c:1]1([CH:7]([CH3:8])[NH:9][c:10]2[cH:11][c:12]([N:22]3[CH2:23][CH2:24][N:25]([C:28]([O:29][C:30]([CH3:31])([CH3:32])[CH3:33])=[O:34])[CH2:26][CH2:27]3)[cH:13][cH:14][c:15]2[C:16]([C:17]([F:18])([F:19])[F:20])=[O:21])[cH:2][cH:3][cH:4][cH:5][cH:6]1>>[ClH:35].[c:1]1([CH:7]([CH3:8])[NH:9][c:10]2[cH:11][c:12]([N:22]3[CH2:23][CH2:24][NH:25][CH2:26][CH2:27]3)[cH:13][cH:14][c:15]2[C:16]([C:17]([F:18])([F:19])[F:20])=[O:21])[cH:2][cH:3][cH:4][cH:5][cH:6]1. The reactants are C[O-].[Na+] (sodium methoxide), CC1=CC(=NO1)NC(CN1S(C2=C(C1=O)C=CC=C2)(=O)=O)=O (2,3-dihydro-N-(5-methyl-3-isoxazolyl)-3-oxo-1,2-benzisothiazole-2-acetamide 1,1-dioxide). The solvent is CN(C)C=O (DMF), CN(C)C=O (DMF). Yields the product CC1=CC(=NO1)NC(=O)CNS(=O)(=O)C1=C(C(=O)OC)C=CC=C1 (methyl 2-{[({[(5-methyl-3-isoxazolyl)amino]carbonyl}methyl)amino]sulfonyl}benzoate). The yield is 74.4%. RXN SMILES: [CH3:1][O-:2].[Na+].[CH3:4][C:5]1[O:9][N:8]=[C:7]([NH:10][C:11](=[O:25])[CH2:12][N:13]2[C:17](=[O:18])[C:16]3[CH:19]=[CH:20][CH:21]=[CH:22][C:15]=3[S:14]2(=[O:24])=[O:23])[CH:6]=1>CN(C=O)C>[CH3:4][C:5]1[O:9][N:8]=[C:7]([NH:10][C:11]([CH2:12][NH:13][S:14]([C:15]2[CH:22]=[CH:21][CH:20]=[CH:19][C:16]=2[C:17]([O:2][CH3:1])=[O:18])(=[O:24])=[O:23])=[O:25])[CH:6]=1 |f:0.1|. Procedure: To 60 ml DMF is added 13.5 grams (0.25 mole) of sodium methoxide. To this slurry at 15° C. is added a solution of 20 grams (0.062 mole) of 2,3-dihydro-N-(5-methyl-3-isoxazolyl)-3-oxo-1,2-benzisothiazole-2-acetamide 1,1-dioxide dissolved in 70 ml DMF. The reaction mixture is stirred at 25°-30° C. for a half hour whereupon it is acidified and extracted with chloroform. These extracts are washed with sodium bicarbonate and water, dried (Na2SO4) and concentrated to an oil which is triturated with pe...